Dataset: the Open Reaction Database (ORD), a public repository of structured organic reaction records. Task: describe an organic reaction: reactants, conditions, products, and yield Starting materials: CC(C)(C)N(C(=O)[O-])C1CCN(CCn2c(=O)cnc3ccc(F)cc32)CC1, ClCCl, O=C(O)C(F)(F)F. Yields the product NC1CCN(CCn2c(=O)cnc3ccc(F)cc32)CC1. As a reaction SMILES: [C:1]([N:5]([C:2](=[O:3])[O-:4])[CH:9]1[CH2:10][CH2:11][N:12]([CH2:15][CH2:16][n:17]2[c:18](=[O:28])[cH:19][n:20][c:21]3[cH:22][cH:23][c:24]([F:27])[cH:25][c:26]23)[CH2:13][CH2:14]1)([CH3:6])([CH3:7])[CH3:8].[Cl:36][CH2:37][Cl:38].[OH:29][C:30]([C:31]([F:32])([F:33])[F:34])=[O:35]>>[NH2:5][CH:9]1[CH2:10][CH2:11][N:12]([CH2:15][CH2:16][n:17]2[c:18](=[O:28])[cH:19][n:20][c:21]3[cH:22][cH:23][c:24]([F:27])[cH:25][c:26]23)[CH2:13][CH2:14]1. Starting materials: ClC1=NC=C(C(=N1)NC=1C=C(C=CC1)SCCO)Cl (2-({3-[(2,5-dichloropyrimidin-4-yl)amino]phenyl}thio)ethanol), NC=1C=C(C(=O)OC)C=C(C1)O (methyl 3-amino-5-hydroxybenzoate). The product is ClC=1C(=NC(=NC1)NC=1C=C(C(=O)OC)C=C(C1)O)NC1=CC(=CC=C1)SCCO (Methyl 3-{[5-chloro-4-({3-[(2-hydroxyethyl)thio]phenyl}amino)pyrimidin-2-yl]amino}-5-hydroxybenzoate). The yield is 99.0%. Reaction SMILES: Cl[C:2]1[N:7]=[C:6]([NH:8][C:9]2[CH:10]=[C:11]([S:15][CH2:16][CH2:17][OH:18])[CH:12]=[CH:13][CH:14]=2)[C:5]([Cl:19])=[CH:4][N:3]=1.[NH2:20][C:21]1[CH:22]=[C:23]([CH:28]=[C:29]([OH:31])[CH:30]=1)[C:24]([O:26][CH3:27])=[O:25]>>[Cl:19][C:5]1[C:6]([NH:8][C:9]2[CH:14]=[CH:13][CH:12]=[C:11]([S:15][CH2:16][CH2:17][OH:18])[CH:10]=2)=[N:7][C:2]([NH:20][C:21]2[CH:22]=[C:23]([CH:28]=[C:29]([OH:31])[CH:30]=2)[C:24]([O:26][CH3:27])=[O:25])=[N:3][CH:4]=1. Procedure: The desired compound was prepared according to the procedure of Example D5, step B, using 2-({3-[(2,5-dichloropyrimidin-4-yl)amino]phenyl}thio)ethanol and methyl 3-amino-5-hydroxybenzoate as the starting materials in 99% yield. LCMS for C20H20ClN4O4S (M+H)+: m/z=446.9. Starting materials: O (water), C(=O)(OC(C)(C)C)N1CCC(C(=O)O)CC1 (N-BOC-isonipecotic acid), C(C)(=O)OCC (ethyl acetate), Cl (HCl). Run in C1CCOC1 (THF), C1CCOC1 (THF). The product is C(C)(C)(C)OC(=O)N1CCC(CC1)CO (4-hydroxymethyl-piperidine-1-carboxylic acid tert-butyl ester). The yield is 104.4%. RXN SMILES: [C:1]([N:8]1[CH2:16][CH2:15][CH:11]([C:12](O)=[O:13])[CH2:10][CH2:9]1)([O:3][C:4]([CH3:7])([CH3:6])[CH3:5])=[O:2].O.C(OCC)(=O)C.Cl>C1COCC1>[C:4]([O:3][C:1]([N:8]1[CH2:16][CH2:15][CH:11]([CH2:12][OH:13])[CH2:10][CH2:9]1)=[O:2])([CH3:7])([CH3:6])[CH3:5]. Procedure: To 5 g of N-BOC-isonipecotic acid (21.8 mmol, Bachem) dissolved in 100 ml THF, cooled in a dry ice/acetone bath, was slowly added 43.6 ml 1 M borane-THF complex in THF (43.6 mmol). The reaction was stirred to −40 C and then replaced with an ice/water bath. After 3 hours the reaction was neutralized by careful addition of water and then worked up by addition of ethyl acetate and 1 M HCl. The layers were separated and the aqueous layer was extracted one more time with ethyl acetate. The combined e... The reactants are Cc1onc2c1c(=O)n(C1CCCC(NC(=O)C(NC(=O)OC(C)(C)C)c3ccccc3)C1)c1cccc(Cl)c21, CC(=O)O, Cl. Yields the product Cc1onc2c1c(=O)n(C1CCCC(NC(=O)C(N)c3ccccc3)C1)c1cccc(Cl)c21. RXN SMILES: [C:1]([O:2][C:3](=[O:4])[NH:7][CH:8]([c:9]1[cH:10][cH:11][cH:12][cH:13][cH:14]1)[C:15]([NH:16][CH:17]1[CH2:18][CH:19]([n:23]2[c:24](=[O:38])[c:25]3[c:26]([c:27]4[c:28]([Cl:33])[cH:29][cH:30][cH:31][c:32]24)[n:34][o:35][c:36]3[CH3:37])[CH2:20][CH2:21][CH2:22]1)=[O:39])([CH3:5])([CH3:6])[CH3:40].[CH3:42][C:43](=[O:44])[OH:45].[ClH:41]>>[NH2:7][CH:8]([c:9]1[cH:10][cH:11][cH:12][cH:13][cH:14]1)[C:15]([NH:16][CH:17]1[CH2:18][CH:19]([n:23]2[c:24](=[O:38])[c:25]3[c:26]([c:27]4[c:28]([Cl:33])[cH:29][cH:30][cH:31][c:32]24)[n:34][o:35][c:36]3[CH3:37])[CH2:20][CH2:21][CH2:22]1)=[O:39]. Reactants: COC(=O)C1C(CC(C1)(C)C)=O (4,4-Dimethyl-2-oxo-cyclopentanecarboxylic acid methyl ester), ClC=1C=CC(=C(C(=N)N)C1)F (5-Chloro-2-fluoro-benzamidine). Solvent: C(C)O (ethanol). The product is ClC=1C=CC(=C(C1)C1=NC2=C(C(=N1)O)CC(C2)(C)C)F (2-(5-Chloro-2-fluoro-phenyl)-6,6-dimethyl-6,7-dihydro-5H-cyclopentapyrimidin-4-ol). Isolated yield 58.8%. As a reaction SMILES: CO[C:3]([CH:5]1[CH2:9][C:8]([CH3:11])([CH3:10])[CH2:7][C:6]1=O)=[O:4].[Cl:13][C:14]1[CH:15]=[CH:16][C:17]([F:23])=[C:18]([CH:22]=1)[C:19]([NH2:21])=[NH:20]>C(O)C>[Cl:13][C:14]1[CH:15]=[CH:16][C:17]([F:23])=[C:18]([C:19]2[N:20]=[C:3]([OH:4])[C:5]3[CH2:9][C:8]([CH3:11])([CH3:10])[CH2:7][C:6]=3[N:21]=2)[CH:22]=1. Procedure details: A solution of 4,4-Dimethyl-2-oxo-cyclopentanecarboxylic acid methyl ester (2.08 g, 12.21 mmol) and 5-Chloro-2-fluoro-benzamidine (2.32 g, 13.44 mmol) in 100% ethanol (40 mL) was heated to reflux overnight, then cooled and evaporated. The residue was dissolved in 1N (aq.) NaOH (50 mL) and washed with methylene chloride (2×50 mL). The aqueous layer was then acidified with glacial acetic acid to pH 4 and extracted with methylene chloride (2×100 mL). The organic extracts were dried (brine and MgSO4)... Starting materials: COCCOC=1C=CC=2C3=C(NC2C1)C(=CC(=N3)C3=CC=C(C=C3)OC)C(=O)OC (methyl 7-(2-methoxyethoxy)-2-(4-methoxyphenyl)-5H-pyrido[3,2-b]indole-4-carboxylate), N (ammonia). The solvent is CO (MeOH). Run at temperature 60 celsius. Yields the product COCCOC=1C=CC=2C3=C(NC2C1)C(=CC(=N3)C3=CC=C(C=C3)OC)C(=O)N (7-(2-methoxyethoxy)-2-(4-methoxyphenyl)-5H-pyrido[3,2-b]indole-4-carboxamide). As a reaction SMILES: [CH3:1][O:2][CH2:3][CH2:4][O:5][C:6]1[CH:7]=[CH:8][C:9]2[C:10]3[N:18]=[C:17]([C:19]4[CH:24]=[CH:23][C:22]([O:25][CH3:26])=[CH:21][CH:20]=4)[CH:16]=[C:15]([C:27]([O:29]C)=O)[C:11]=3[NH:12][C:13]=2[CH:14]=1.[NH3:31]>CO>[CH3:1][O:2][CH2:3][CH2:4][O:5][C:6]1[CH:7]=[CH:8][C:9]2[C:10]3[N:18]=[C:17]([C:19]4[CH:20]=[CH:21][C:22]([O:25][CH3:26])=[CH:23][CH:24]=4)[CH:16]=[C:15]([C:27]([NH2:31])=[O:29])[C:11]=3[NH:12][C:13]=2[CH:14]=1. Reported procedure: A suspension of methyl 7-(2-methoxyethoxy)-2-(4-methoxyphenyl)-5H-pyrido[3,2-b]indole-4-carboxylate (28 mg, 0.069 mmol) in 7 N ammonia in MeOH (3mL) in a sealed microwave vial was heated at 60° C. for 22 hr. The solvent was removed and the residue was purified by radial chromatography (step gradient elution with DCM containing 2 to 4% MeOH) to give 7-(2-methoxyethoxy)-2-(4-methoxyphenyl)-5H-pyrido[3,2-b]indole-4-carboxamide (20 mg). MS (ESI) m/z 392.1 (M+H). 1H NMR (MeOD) δ ppm 8.26 (1H, d, J=8.... The reactants are ice water, C(CCC)[Li] (n-butyllithium), CN1C(=NC(=C1SC1=CC(=CC(=C1)C)C)CC#N)C ([1,2-dimethyl-5-(3,5-dimethylphenylthio)-1H-imidazol-4-yl]acetonitrile), CN(P(N(C)C)(N(C)C)=O)C (hexamethylphosphoric triamide), CI (methyl iodide). Solvent: CCCCCC (hexane). Run at temperature -78 celsius, time 10 minute. The product is CN1C(=NC(=C1SC1=CC(=CC(=C1)C)C)C(C#N)C)C (2-[1,2-dimethyl-5-(3,5-dimethylphenylthio)-1H-imidazol-4-yl]propiononitrile). Isolated yield 57.0%. As a reaction SMILES: [CH2:1]([Li])CCC.[CH3:6][N:7]1[C:11]([S:12][C:13]2[CH:18]=[C:17]([CH3:19])[CH:16]=[C:15]([CH3:20])[CH:14]=2)=[C:10]([CH2:21][C:22]#[N:23])[N:9]=[C:8]1[CH3:24].CN(C)P(=O)(N(C)C)N(C)C.CI>CCCCCC>[CH3:6][N:7]1[C:11]([S:12][C:13]2[CH:18]=[C:17]([CH3:19])[CH:16]=[C:15]([CH3:20])[CH:14]=2)=[C:10]([CH:21]([CH3:1])[C:22]#[N:23])[N:9]=[C:8]1[CH3:24]. Procedure: To this, 0.3 ml of 1.62 M hexane solution of n-butyllithium was added under a stream of nitrogen, and the mixture was stirred for 10 minutes. The mixture was cooled to -78° C., and 85 mg (0.31 mmol) of [1,2-dimethyl-5-(3,5-dimethylphenylthio)imidazol-4-yl]acetonitrile (42d) was added, and the mixture was stirred for 15 minutes. Then, 86 mg (0.48 mmol) of hexamethylphosphoric triamide and 68 mg (0.48 mmol) of methyl iodide were added dropwise, and the mixture was stirred at -78° C. for 30 minutes... The reactants are CC(C)(C)[Si](C)(C)OCCN1CCCN(C2CCN(C(=O)C(O)CS(=O)(=O)c3ccc4cc(Cl)ccc4c3)CC2)C1=O, C1CCOC1, CCCC[N+](CCCC)(CCCC)CCCC, [F-]. Product: O=C(C(O)CS(=O)(=O)c1ccc2cc(Cl)ccc2c1)N1CCC(N2CCCN(CCO)C2=O)CC1. As a reaction SMILES: [C:19]([Si:20]([CH3:21])([CH3:22])[O:24][CH2:25][CH2:26][N:27]1[C:28](=[O:58])[N:29]([CH:33]2[CH2:34][CH2:35][N:36]([C:39]([CH:40]([CH2:41][S:42](=[O:43])(=[O:44])[c:45]3[cH:46][c:47]4[cH:48][cH:49][c:50]([Cl:55])[cH:51][c:52]4[cH:53][cH:54]3)[OH:56])=[O:57])[CH2:37][CH2:38]2)[CH2:30][CH2:31][CH2:32]1)([CH3:23])([CH3:59])[CH3:60].[CH2:61]1[O:62][CH2:63][CH2:64][CH2:65]1.[CH3:2][CH2:3][CH2:4][CH2:5][N+:6]([CH2:7][CH2:8][CH2:9][CH3:10])([CH2:11][CH2:12][CH2:13][CH3:14])[CH2:15][CH2:16][CH2:17][CH3:18].[F-:1]>>[OH:24][CH2:25][CH2:26][N:27]1[C:28](=[O:58])[N:29]([CH:33]2[CH2:34][CH2:35][N:36]([C:39]([CH:40]([CH2:41][S:42](=[O:43])(=[O:44])[c:45]3[cH:46][c:47]4[cH:48][cH:49][c:50]([Cl:55])[cH:51][c:52]4[cH:53][cH:54]3)[OH:56])=[O:57])[CH2:37][CH2:38]2)[CH2:30][CH2:31][CH2:32]1.